The task is: describe an organic reaction: reactants, conditions, products, and yield. This data is from the Open Reaction Database (ORD), a public repository of structured organic reaction records. Starting materials: CC1(NCCC1)C(=O)C1=CNC2=NC=C(N=C21)C2=CC(=C(C(=C2)OC)OC)OC ((2-methyl-pyrrolidin-2-yl)-[2-(3,4,5-trimethoxy-phenyl)-5H-pyrrolo[2,3-b]pyrazin-7-yl]-methanone), C(C)(=O)OC(C)=O (acetic anhydride). The solvent is ClCCl (dichloromethane). Conditions: time 1 hour. The product is CC1(N(CCC1)C(C)=O)C(=O)C1=CNC2=NC=C(N=C21)C2=CC(=C(C(=C2)OC)OC)OC (1-{2-methyl-2-[2-(3,4,5-trimethoxy-phenyl)-5H-pyrrolo[2,3-b]pyrazine-7-carbonyl]-pyrrolidin-1-yl}-ethanone). Isolated yield 22.8%. RXN SMILES: [CH3:1][C:2]1([C:7]([C:9]2[C:17]3[C:12](=[N:13][CH:14]=[C:15]([C:18]4[CH:23]=[C:22]([O:24][CH3:25])[C:21]([O:26][CH3:27])=[C:20]([O:28][CH3:29])[CH:19]=4)[N:16]=3)[NH:11][CH:10]=2)=[O:8])[CH2:6][CH2:5][CH2:4][NH:3]1.[C:30](OC(=O)C)(=[O:32])[CH3:31]>ClCCl>[CH3:1][C:2]1([C:7]([C:9]2[C:17]3[C:12](=[N:13][CH:14]=[C:15]([C:18]4[CH:23]=[C:22]([O:24][CH3:25])[C:21]([O:26][CH3:27])=[C:20]([O:28][CH3:29])[CH:19]=4)[N:16]=3)[NH:11][CH:10]=2)=[O:8])[CH2:6][CH2:5][CH2:4][N:3]1[C:30](=[O:32])[CH3:31]. Reported procedure: A solution of (2-methyl-pyrrolidin-2-yl)-[2-(3,4,5-trimethoxy-phenyl)-5H-pyrrolo[2,3-b]pyrazin-7-yl]-methanone (8 mg, 0.02 mmol) in anhydrous dichloromethane (0.3 ml) was cooled to 0° C. and treated with acetic anhydride (2 mg, 0.02 mmol). The reaction mixture was stirred for 1 hour and then allowed to warm to room temperature and stir for 3 hours. The reaction mixture was partitioned between EtOAc/saturated aqueous NaHCO3. The organic layers were collected, dried over MgSO4, filtered, and conce...